From a dataset of the Open Reaction Database (ORD), a public repository of structured organic reaction records. describe an organic reaction: reactants, conditions, products, and yield The reactants are C(C1=CC=CC=C1)[C@H]1N(CC[C@@H](C1)N(C(C(F)(F)F)=O)CC1=CC=NC2=CC=CC=C12)C(C1=C(C=C(C=C1)Cl)Cl)=O ((2R*,4S*)-2-benzyl-1-(2,4-dichlorobenzoyl)-N-(4-quinolylmethyl)-N-trifluoroacetyl-4-piperidinamine), [OH-].[Na+] (sodium hydroxide). Solvent: CO (methanol), O1CCCC1 (tetrahydrofuran). Reaction conditions: temperature 0 celsius, time 18 hour. Product: C(C1=CC=CC=C1)[C@H]1N(CC[C@@H](C1)NCC1=CC=NC2=CC=CC=C12)C(C1=C(C=C(C=C1)Cl)Cl)=O ((2R*,4S*)-2-benzyl-1-(2,4-dichlorobenzoyl)-N-(4-quinolylmethyl)-4-piperidinamine). Reaction SMILES: [CH2:1]([C@@H:8]1[CH2:13][C@@H:12]([N:14]([CH2:21][C:22]2[C:31]3[C:26](=[CH:27][CH:28]=[CH:29][CH:30]=3)[N:25]=[CH:24][CH:23]=2)C(=O)C(F)(F)F)[CH2:11][CH2:10][N:9]1[C:32](=[O:41])[C:33]1[CH:38]=[CH:37][C:36]([Cl:39])=[CH:35][C:34]=1[Cl:40])[C:2]1[CH:7]=[CH:6][CH:5]=[CH:4][CH:3]=1.[OH-].[Na+]>CO.O1CCCC1>[CH2:1]([C@@H:8]1[CH2:13][C@@H:12]([NH:14][CH2:21][C:22]2[C:31]3[C:26](=[CH:27][CH:28]=[CH:29][CH:30]=3)[N:25]=[CH:24][CH:23]=2)[CH2:11][CH2:10][N:9]1[C:32](=[O:41])[C:33]1[CH:38]=[CH:37][C:36]([Cl:39])=[CH:35][C:34]=1[Cl:40])[C:2]1[CH:7]=[CH:6][CH:5]=[CH:4][CH:3]=1 |f:1.2|. Reported procedure: A solution of 195 mg (0.325 mmol) of (2R*,4S*)-2-benzyl-1-(2,4-dichlorobenzoyl)-N-(4-quinolylmethyl)-N-trifluoroacetyl-4-piperidinamine and 26 mg (0.649 mmol) of sodium hydroxide in 2 ml of methanol and 2 ml of tetrahydrofuran is left to stir at 0° C. for 18 hours. The reaction mixture is then concentrated, taken up in methylene chloride and washed with water and brine. The organic phases are dried over magnesium sulfate and evaporated to dryness. The yellow oil is chromatographed on silica gel ... The reactants are OCCSC[C@@H]1[C@H]([C@H]([C@@H](O1)N1C=NC=2C(N)=NC=NC12)O)O (5'-S-(2-Hydroxyethyl)-5'-thioadenosine), [N+](=O)([O-])C1=CC=C(CBr)C=C1 (4-nitrobenzyl bromide), 4A. Solvent: CN(C)C=O (DMF). Run at time 4 day. Yields the product OCCSC[C@@H]1[C@H]([C@H]([C@@H](O1)N1C=NC=2C(NCC3=CC=C(C=C3)[N+](=O)[O-])=NC=NC12)O)O (5'-S-(2-Hydroxyethyl)-6-N-(4-nitrobenzyl)-5'-thioadenosine). Yield: 38.9%. As a reaction SMILES: [OH:1][CH2:2][CH2:3][S:4][CH2:5][C@H:6]1[O:10][C@@H:9]([N:11]2[C:20]3[N:19]=[CH:18][N:17]=[C:15]([NH2:16])[C:14]=3[N:13]=[CH:12]2)[C@H:8]([OH:21])[C@@H:7]1[OH:22].[N+:23]([C:26]1[CH:33]=[CH:32][C:29]([CH2:30]Br)=[CH:28][CH:27]=1)([O-:25])=[O:24]>CN(C=O)C>[OH:1][CH2:2][CH2:3][S:4][CH2:5][C@H:6]1[O:10][C@@H:9]([N:11]2[C:20]3[N:19]=[CH:18][N:17]=[C:15]([NH:16][CH2:30][C:29]4[CH:32]=[CH:33][C:26]([N+:23]([O-:25])=[O:24])=[CH:27][CH:28]=4)[C:14]=3[N:13]=[CH:12]2)[C@H:8]([OH:21])[C@@H:7]1[OH:22]. Procedure: A mixture of triol 1b (650 mg, 2.0 mmol), 4-nitrobenzyl bromide (2.16 g, 10 mmol), and powdered 4A molecular sieves (2.0 g) in dry DMF (15 mL was stirred for 4 days in a stoppered flask at ambient temperature, and filtered. The filtrate was concentrated under reduced pressure and the resulting crystalline mass was triturated with acetone (3×) and toluene (3×). The solid residue was dissolved in MeOH (10 mL) and treated with NH3 /MeOH (10 mL; w/v, 1:1, prepared at -10° C.). This solution was stir... The reactants are [N+](=O)([O-])C1=CC=C2CCN=CC2=C1 (7-Nitro-3,4-dihydroisoquinoline), O (water), O.O.[Sn](Cl)Cl (tin (II) chloride dihydrate), [OH-].[K+] (KOH), resultant mixture. Run in Cl (HCl), C(C)O (ethanol). Run at temperature 60 celsius. Yields the product NC1=CC=C2CCN=CC2=C1 (7-Anino-3,4-dihydroisoquinoline). Isolated yield 88.5%. Reaction SMILES: [N+:1]([C:4]1[CH:13]=[C:12]2[C:7]([CH2:8][CH2:9][N:10]=[CH:11]2)=[CH:6][CH:5]=1)([O-])=O.O.O.[Sn](Cl)Cl.O.[OH-].[K+]>C(O)C.Cl>[NH2:1][C:4]1[CH:13]=[C:12]2[C:7]([CH2:8][CH2:9][N:10]=[CH:11]2)=[CH:6][CH:5]=1 |f:1.2.3,5.6|. Procedure details: 7-Nitro-3,4-dihydroisoquinoline (0.60 g, 3.4 mmol) [prepared according to the procedure of A. P. Venkov et al, Syn. Commun., 1996 26 127] was dissolved in ethanol (100 ml) and heated to 60° C. This hot solution was treated with a solution of tin (II) chloride dihydrate (3.08 g, 13.7 mmol) in conc. HCl (10 ml). The resultant mixture was heated at 60° for 1 h. Upon cooling, the reaction mixture was poured into water (100 ml) and basified (pH 9) with KOH pellets, liberating an oily residue. This re... The reactants are CNC, O=Cc1ccc(F)cc1, N#C[Na], O, O=S(=O)(O)O. The product is CN(C)C(C#N)c1ccc(F)cc1. Reaction SMILES: [CH3:1][NH:2][CH3:3].[F:12][c:13]1[cH:14][cH:15][c:16]([CH:17]=[O:18])[cH:19][cH:20]1.[Na:9][C:10]#[N:11].[OH2:21].[S:4](=[O:5])(=[O:6])([OH:7])[OH:8]>>[CH3:1][N:2]([CH3:3])[CH:17]([C:10]#[N:11])[c:16]1[cH:15][cH:14][c:13]([F:12])[cH:20][cH:19]1. Reactants: Cc1ccc(C(O)=S)cc1, ClCCl, O=S(Cl)Cl. The product is Cc1ccc(C(=S)Cl)cc1. As a reaction SMILES: [CH3:1][c:2]1[cH:3][cH:4][c:5]([C:6](=[S:7])[OH:8])[cH:9][cH:10]1.[Cl:15][CH2:16][Cl:17].[S:11]([Cl:12])([Cl:13])=[O:14]>>[CH3:1][c:2]1[cH:3][cH:4][c:5]([C:6](=[S:7])[Cl:13])[cH:9][cH:10]1.